This data is from the Open Reaction Database (ORD), a public repository of structured organic reaction records. The task is: describe an organic reaction: reactants, conditions, products, and yield Reactants: C1=CC=CC=C1 (benzene), C1(=CC=CC=C1)C (toluene), ( J ), C1=CC=CC=C1 (benzene), C1(=CC=CC=C1)C (toluene), zeolite, ( I ), aromatic hydrocarbon, olefins, WHSV-olefin. Run in C=1(C(=CC=CC1)C)C (xylene), heavy petroleum. Yields the product C1=CC=CC2=CC=CC=C12 (naphthalene), olefin. RXN SMILES: [CH:1]1[CH:6]=[CH:5][CH:4]=[CH:3][CH:2]=1.[C:7]1(C)[CH:12]=CC=[CH:9][CH:8]=1>C1(C)C(C)=CC=CC=1>[CH:1]1[C:6]2[C:5](=[CH:12][CH:7]=[CH:8][CH:9]=2)[CH:4]=[CH:3][CH:2]=1. Reported procedure: The catalytic cracking of a naphtha feed to produce light olefins. Typical reaction conditions include from about 500° C. to about 750° C., pressures of subatmospheric or atmospheric, generally ranging up to about 10 atmospheres (gauge) and catalyst residence time (volume of the catalyst/feed rate) from about 10 milliseconds to about 10 seconds. (B) The catalytic cracking of high molecular weight hydrocarbons to lower weight hydrocarbons. Typical reaction conditions for catalytic cracking includ... The reactants are N([C@@H](CC(C)C)C(=O)N[C@@H](CC1=CC=CC=C1)C(=O)OCC)C(=O)OCC1=CC=CC=C1 (Z-Leu-Phe-COOEt), [OH-].[Na+] (NaOH), Dipeptide Ketoacids, Cl (HCl). Solvent: CO (methanol). Reaction conditions: temperature 5 celsius, time 24 hour. Product: N([C@@H](CC(C)C)C(=O)N[C@@H](CC1=CC=CC=C1)C(=O)O)C(=O)OCC1=CC=CC=C1 (Z-Leu-Phe-COOH). As a reaction SMILES: [NH:1]([C:23]([O:25][CH2:26][C:27]1[CH:32]=[CH:31][CH:30]=[CH:29][CH:28]=1)=[O:24])[C@H:2]([C:7]([NH:9][C@H:10]([C:18]([O:20]CC)=[O:19])[CH2:11][C:12]1[CH:17]=[CH:16][CH:15]=[CH:14][CH:13]=1)=[O:8])[CH2:3][CH:4]([CH3:6])[CH3:5].[OH-].[Na+].Cl>CO>[NH:1]([C:23]([O:25][CH2:26][C:27]1[CH:28]=[CH:29][CH:30]=[CH:31][CH:32]=1)=[O:24])[C@H:2]([C:7]([NH:9][C@H:10]([C:18]([OH:20])=[O:19])[CH2:11][C:12]1[CH:13]=[CH:14][CH:15]=[CH:16][CH:17]=1)=[O:8])[CH2:3][CH:4]([CH3:6])[CH3:5] |f:1.2|. Procedure: Dipeptide Ketoacids (General Procedure). To a stirred solution of 0.53 g (1,13 mmol) Z-Leu-Phe-COOEt in 6.0 ml methanol was added 1.27 ml (1.27 mmol) 1M NaOH. The color of the reaction mixture turned dark yellow and a small amount of solid was deposited. The reaction was run at room temperature and progress of the hydrolysis was checked on TLC. After 24 h. no more substrate was detected. The reaction mixture was chilled in one ice bath at 5° C., acidified with 1M HCl to pH=3 and extracted with A... Starting materials: [I-].C[S+](C)C (trimethylsulphonium iodide), O (water), CC(C)(C(=O)C1CCC1)C (2,2-dimethyl-3-cyclobutyl propan-3-one), [H-].[Na+] (sodium hydride). The solvent is CS(=O)C (dimethyl sulphoxide), O1CCCC1 (Tetrahydrofuran), CS(=O)C (dimethylsulphoxide), O1CCCC1 (tetrahydrofuran). Run at temperature 60 celsius, time 2 hour. Yields the product C(C)(C)(C)C1(OC1)C1CCC1 (2-t-butyl-2 cyclobutyl oxirane). Yield: 86.6%. Reaction SMILES: [H-].[Na+].[I-].[CH3:4][S+](C)C.[CH3:8][C:9]([CH3:17])([C:11]([CH:13]1[CH2:16][CH2:15][CH2:14]1)=[O:12])[CH3:10].O>CS(C)=O.O1CCCC1>[C:9]([C:11]1([CH:13]2[CH2:16][CH2:15][CH2:14]2)[CH2:4][O:12]1)([CH3:17])([CH3:10])[CH3:8] |f:0.1,2.3|. Procedure: A suspension of sodium hydride (from 1.68 gms of petrol-washed 80% oil dispersion) in dimethylsulphoxide (40 mls) was stirred at 60° C. for 11/2 hours under a nitrogen atmosphere. The solution was cooled to 20° C., diluted with dry tetrahydrofuran (40 ml) and cooled to -5° C. A slurry of trimethylsulphonium iodide (11.42 gms) in dimethyl sulphoxide (30 mls) was added followed, after 10 minutes stirring, by a solution of the product of Stage 1 (4.9 g) in Tetrahydrofuran (30 mls). The mixture was ... Starting materials: [BH4-], CO, CCOC(=O)C(C)(C)Oc1ccc(CCN(Cc2ccc(OC(F)(F)F)cc2)c2ccc(C=O)cn2)cc1, [Na+]. The product is CCOC(=O)C(C)(C)Oc1ccc(CCN(Cc2ccc(OC(F)(F)F)cc2)c2ccc(CO)cn2)cc1. RXN SMILES: [BH4-:39].[CH3:41][OH:42].[CH:1](=[O:2])[c:3]1[cH:4][cH:5][c:6]([N:9]([CH2:10][CH2:11][c:12]2[cH:13][cH:14][c:15]([O:16][C:17]([C:18](=[O:19])[O:20][CH2:21][CH3:22])([CH3:23])[CH3:24])[cH:25][cH:26]2)[CH2:27][c:28]2[cH:29][cH:30][c:31]([O:34][C:35]([F:36])([F:37])[F:38])[cH:32][cH:33]2)[n:7][cH:8]1.[Na+:40]>>[CH2:1]([OH:2])[c:3]1[cH:4][cH:5][c:6]([N:9]([CH2:10][CH2:11][c:12]2[cH:13][cH:14][c:15]([O:16][C:17]([C:18](=[O:19])[O:20][CH2:21][CH3:22])([CH3:23])[CH3:24])[cH:25][cH:26]2)[CH2:27][c:28]2[cH:29][cH:30][c:31]([O:34][C:35]([F:36])([F:37])[F:38])[cH:32][cH:33]2)[n:7][cH:8]1. Starting materials: CCCCCNC(=O)C(Cc1ccc(N2CC(=O)N(Cc3ccc(OC)cc3)S2(=O)=O)cc1)NC(=O)OC(C)(C)C, ClCCl, O=C(O)C(F)(F)F. Yields the product CCCCCNC(=O)C(N)Cc1ccc(N2CC(=O)N(Cc3ccc(OC)cc3)S2(=O)=O)cc1. As a reaction SMILES: [C:1]([O:2][C:3](=[O:4])[NH:7][CH:8]([CH2:9][c:10]1[cH:11][cH:12][c:13]([N:16]2[S:17](=[O:31])(=[O:32])[N:18]([CH2:22][c:23]3[cH:24][cH:25][c:26]([O:29][CH3:30])[cH:27][cH:28]3)[C:19](=[O:21])[CH2:20]2)[cH:14][cH:15]1)[C:33]([NH:34][CH2:35][CH2:36][CH2:37][CH2:38][CH3:39])=[O:40])([CH3:5])([CH3:6])[CH3:41].[Cl:49][CH2:50][Cl:51].[F:42][C:43]([F:44])([F:45])[C:46]([OH:47])=[O:48]>>[NH2:7][CH:8]([CH2:9][c:10]1[cH:11][cH:12][c:13]([N:16]2[S:17](=[O:31])(=[O:32])[N:18]([CH2:22][c:23]3[cH:24][cH:25][c:26]([O:29][CH3:30])[cH:27][cH:28]3)[C:19](=[O:21])[CH2:20]2)[cH:14][cH:15]1)[C:33]([NH:34][CH2:35][CH2:36][CH2:37][CH2:38][CH3:39])=[O:40].